This data is from the Open Reaction Database (ORD), a public repository of structured organic reaction records. The task is: describe an organic reaction: reactants, conditions, products, and yield Starting materials: CS(=O)(=O)Cl, CC(CO)Cc1ccc2ccccc2c1, c1ccncc1. The product is CC(COS(C)(=O)=O)Cc1ccc2ccccc2c1. Reaction SMILES: [CH3:1][S:2]([Cl:3])(=[O:4])=[O:5].[CH3:6][CH:7]([CH2:8][OH:9])[CH2:10][c:11]1[cH:12][c:13]2[cH:14][cH:15][cH:16][cH:17][c:18]2[cH:19][cH:20]1.[cH:21]1[cH:22][cH:23][n:24][cH:25][cH:26]1>>[CH3:1][S:2](=[O:4])(=[O:5])[O:9][CH2:8][CH:7]([CH3:6])[CH2:10][c:11]1[cH:12][c:13]2[cH:14][cH:15][cH:16][cH:17][c:18]2[cH:19][cH:20]1. The reactants are CCOCC, COC(=O)C1CN(C(=O)OC(C)(C)C)CCC1CCCc1c(Cl)cnc2ccc(OC)cc12, [Na+], C1COCCO1, [OH-], O. The product is COc1ccc2ncc(Cl)c(CCCC3CCN(C(=O)OC(C)(C)C)CC3C(=O)O)c2c1. RXN SMILES: [CH3:36][CH2:37][O:38][CH2:39][CH3:40].[Cl:3][c:4]1[cH:5][n:6][c:7]2[cH:8][cH:9][c:10]([O:34][CH3:35])[cH:11][c:12]2[c:13]1[CH2:14][CH2:15][CH2:16][CH:17]1[CH:18]([C:30](=[O:31])[O:32][CH3:33])[CH2:19][N:20]([C:23](=[O:24])[O:25][C:26]([CH3:27])([CH3:28])[CH3:29])[CH2:21][CH2:22]1.[Na+:2].[O:42]1[CH2:43][CH2:44][O:45][CH2:46][CH2:47]1.[OH-:1].[OH2:41]>>[Cl:3][c:4]1[cH:5][n:6][c:7]2[cH:8][cH:9][c:10]([O:34][CH3:35])[cH:11][c:12]2[c:13]1[CH2:14][CH2:15][CH2:16][CH:17]1[CH:18]([C:30](=[O:31])[OH:32])[CH2:19][N:20]([C:23](=[O:24])[O:25][C:26]([CH3:27])([CH3:28])[CH3:29])[CH2:21][CH2:22]1. The reactants are Cc1c(C(=O)O)cnn1-c1ccc(Cl)cc1, N#Cc1cc(N)ccc1N1CCCC1. Product: Cc1c(C(=O)Nc2ccc(N3CCCC3)c(C#N)c2)cnn1-c1ccc(Cl)cc1. As a reaction SMILES: [Cl:1][c:2]1[cH:3][cH:4][c:5](-[n:8]2[n:9][cH:10][c:11]([C:14](=[O:15])[OH:16])[c:12]2[CH3:13])[cH:6][cH:7]1.[NH2:17][c:18]1[cH:19][cH:20][c:21]([N:26]2[CH2:27][CH2:28][CH2:29][CH2:30]2)[c:22]([C:23]#[N:24])[cH:25]1>>[Cl:1][c:2]1[cH:3][cH:4][c:5](-[n:8]2[n:9][cH:10][c:11]([C:14](=[O:16])[NH:17][c:18]3[cH:19][cH:20][c:21]([N:26]4[CH2:27][CH2:28][CH2:29][CH2:30]4)[c:22]([C:23]#[N:24])[cH:25]3)[c:12]2[CH3:13])[cH:6][cH:7]1. Reactants: CCI, O, O=c1[nH]c2cccnc2n1-c1ccc(-n2ncc3cccnc32)cc1. Product: CCn1c(=O)n(-c2ccc(-n3ncc4cccnc43)cc2)c2ncccc21. Reaction SMILES: [I:26][CH2:27][CH3:28].[OH2:29].[n:1]1(-[c:10]2[cH:11][cH:12][c:13](-[n:16]3[c:17](=[O:25])[nH:18][c:19]4[c:20]3[n:21][cH:22][cH:23][cH:24]4)[cH:14][cH:15]2)[n:2][cH:3][c:4]2[c:5]1[n:6][cH:7][cH:8][cH:9]2>>[n:1]1(-[c:10]2[cH:11][cH:12][c:13](-[n:16]3[c:17](=[O:25])[n:18]([CH2:27][CH3:28])[c:19]4[c:20]3[n:21][cH:22][cH:23][cH:24]4)[cH:14][cH:15]2)[n:2][cH:3][c:4]2[c:5]1[n:6][cH:7][cH:8][cH:9]2. The reactants are CO, [Cl-], ClCCl, N#Cc1nc(C(F)(F)F)cs1, [NH4+]. The product is N=C(N)c1nc(C(F)(F)F)cs1. RXN SMILES: [CH3:14][OH:15].[Cl-:12].[Cl:16][CH2:17][Cl:18].[F:1][C:2]([c:3]1[n:4][c:5]([C:8]#[N:9])[s:6][cH:7]1)([F:10])[F:11].[NH4+:13]>>[F:1][C:2]([c:3]1[n:4][c:5]([C:8](=[NH:9])[NH2:13])[s:6][cH:7]1)([F:10])[F:11].